From a dataset of the Open Reaction Database (ORD), a public repository of structured organic reaction records. describe an organic reaction: reactants, conditions, products, and yield Reactants: CC(=O)c1ccc(Nc2cc(N(C)C(=O)Nc3c(Cl)cccc3Cl)ncn2)cc1, C1CCOC1, C[Mg+], CCOCC, [I-]. Product: CN(C(=O)Nc1c(Cl)cccc1Cl)c1cc(Nc2ccc(C(C)(C)O)cc2)ncn1. RXN SMILES: [C:4]([CH3:5])(=[O:6])[c:7]1[cH:8][cH:9][c:10]([NH:13][c:14]2[cH:15][c:16]([N:20]([C:21](=[O:22])[NH:23][c:24]3[c:25]([Cl:31])[cH:26][cH:27][cH:28][c:29]3[Cl:30])[CH3:32])[n:17][cH:18][n:19]2)[cH:11][cH:12]1.[CH2:33]1[O:34][CH2:35][CH2:36][CH2:37]1.[CH3:2][Mg+:3].[CH3:38][CH2:39][O:40][CH2:41][CH3:42].[I-:1]>>[C:4]([CH3:5])([OH:6])([c:7]1[cH:8][cH:9][c:10]([NH:13][c:14]2[cH:15][c:16]([N:20]([C:21](=[O:22])[NH:23][c:24]3[c:25]([Cl:31])[cH:26][cH:27][cH:28][c:29]3[Cl:30])[CH3:32])[n:17][cH:18][n:19]2)[cH:11][cH:12]1)[CH3:33]. The reactants are CCCCCCCCCCCCCCCCOCCOCCOCCOCCOCCOCCOCCOCCO (C16E8), N1=CC=CC=C1 (pyridine). Yields the product CCCCCCCCCCCCCCCCOCCOCCOCCOCCOCCOCCOCCOCCO.[NH+]1=CC=CC=C1 (C16E8 Pyridinium). RXN SMILES: [CH3:1][CH2:2][CH2:3][CH2:4][CH2:5][CH2:6][CH2:7][CH2:8][CH2:9][CH2:10][CH2:11][CH2:12][CH2:13][CH2:14][CH2:15][CH2:16][O:17][CH2:18][CH2:19][O:20][CH2:21][CH2:22][O:23][CH2:24][CH2:25][O:26][CH2:27][CH2:28][O:29][CH2:30][CH2:31][O:32][CH2:33][CH2:34][O:35][CH2:36][CH2:37][O:38][CH2:39][CH2:40][OH:41].[N:42]1[CH:47]=[CH:46][CH:45]=[CH:44][CH:43]=1>>[CH3:1][CH2:2][CH2:3][CH2:4][CH2:5][CH2:6][CH2:7][CH2:8][CH2:9][CH2:10][CH2:11][CH2:12][CH2:13][CH2:14][CH2:15][CH2:16][O:17][CH2:18][CH2:19][O:20][CH2:21][CH2:22][O:23][CH2:24][CH2:25][O:26][CH2:27][CH2:28][O:29][CH2:30][CH2:31][O:32][CH2:33][CH2:34][O:35][CH2:36][CH2:37][O:38][CH2:39][CH2:40][OH:41].[NH+:42]1[CH:47]=[CH:46][CH:45]=[CH:44][CH:43]=1 |f:2.3|. Reported procedure: C16E8 -Pyridinium was synthesized by tresylation of C16E8 followed by reaction with pyridine and purification by reverse phase HPLC as described in Examples 1-3 above. Starting materials: CC1=CC=C(C=C1)N=C=O (4-methyl phenyl isocyanate), C(C)OCC (diethyl ether), CCCCCC (hexane), [Li]CCCC (BuLi), BrC1=NC(=CC(=C1)OC)Br (2,6-dibromo-4-methoxy pyridine), C(C)OCC (diethyl ether). Run at time 10 minute. Product: CC1=CC=C(C=C1)NC(=O)C1=NC(=CC(=C1)OC)OC1=CC(=CC=C1)C (N-(4-methylphenyl)-4-methoxy-6-(3-methylphenoxy)-2-pyridine carboxamide). Reaction SMILES: BrC1C=[C:6]([O:8][CH3:9])[CH:5]=[C:4](Br)[N:3]=1.[CH3:11][CH2:12][CH2:13][CH2:14][CH2:15]C.[Li]CCCC.[CH3:22][C:23]1[CH:28]=[CH:27][C:26]([N:29]=[C:30]=[O:31])=[CH:25][CH:24]=1.[CH2:32]([O:34][CH2:35][CH3:36])[CH3:33]>>[CH3:22][C:23]1[CH:28]=[CH:27][C:26]([NH:29][C:30]([C:4]2[CH:5]=[C:6]([O:8][CH3:9])[CH:33]=[C:32]([O:34][C:35]3[CH:11]=[CH:12][CH:13]=[C:14]([CH3:15])[CH:36]=3)[N:3]=2)=[O:31])=[CH:25][CH:24]=1. Procedure details: 2.0 g (0.0075 mol) of 2,6-dibromo-4-methoxy pyridine was dissolved in about 30 ml of diethyl ether. While cooling the solution in a dry ice-acetone bath in an argon atmosphere, 6.0 ml of a 1.6M-hexane solution of BuLi (0.0075×1.3 mol) was added thereto, followed by stirring the solution for about 10 minutes. After 2.0 g (0.0075×2.0 mol) of 4-methyl phenyl isocyanate dissolved in about 5 ml of diethyl ether was added to the reaction solution, the solution was removed from the bath and stirred at ... Reactants: COCCBr, COC(=O)c1ccc(O)c(OC)c1, [K+], [K+], O=C([O-])[O-], CN(C)C=O. The product is COCCOc1ccc(C(=O)OC)cc1OC. As a reaction SMILES: [Br:14][CH2:15][CH2:16][O:17][CH3:18].[CH3:1][O:2][C:3](=[O:4])[c:5]1[cH:6][cH:7][c:8]([OH:9])[c:10]([O:11][CH3:12])[cH:13]1.[K+:19].[K+:20].[O-:21][C:22]([O-:23])=[O:24].[O:25]=[CH:26][N:27]([CH3:28])[CH3:29]>>[CH3:1][O:2][C:3](=[O:4])[c:5]1[cH:6][cH:7][c:8]([O:9][CH2:15][CH2:16][O:17][CH3:18])[c:10]([O:11][CH3:12])[cH:13]1.